This data is from the Open Reaction Database (ORD), a public repository of structured organic reaction records. The task is: describe an organic reaction: reactants, conditions, products, and yield The product is OC1=C(C(=O)NC=2SC(=CC2C(=O)N)S(=O)(=O)N2CCOCC2)C=CC=C1 (2-(2-Hydroxy-benzoyl amino)-5-(morpholine-4-sulfonyl)-thiophene-3-carboxylic acid amide). Reagents/catalysts: CN(C)C=1C=CN=CC1 (DMAP). Reaction SMILES: [NH2:1][C:2]1[S:3][C:4]([S:10]([N:13]2[CH2:18][CH2:17][O:16][CH2:15][CH2:14]2)(=[O:12])=[O:11])=[CH:5][C:6]=1[C:7]([NH2:9])=[O:8].N1C=CC=CC=1.[OH:25][C:26]1[CH:34]=[CH:33][CH:32]=[CH:31][C:27]=1[C:28](Cl)=[O:29]>CN(C1C=CN=CC=1)C.CC#N.C(Cl)Cl>[OH:25][C:26]1[CH:34]=[CH:33][CH:32]=[CH:31][C:27]=1[C:28]([NH:1][C:2]1[S:3][C:4]([S:10]([N:13]2[CH2:14][CH2:15][O:16][CH2:17][CH2:18]2)(=[O:12])=[O:11])=[CH:5][C:6]=1[C:7]([NH2:9])=[O:8])=[O:29]. Run in CC#N (MeCN), CC#N (MeCN), C(Cl)Cl (DCM). Reported procedure: 2-Amino-5-(morpholine-4-sulfonyl)-thiophene-3-carboxylic acid amide (150 mg, 0.51 mmol) is mixed with pyridine (63 μL, 0.77 mmol) and DMAP (15 mg, 0.12 mmol) in MeCN (1 mL). 2-Hydroxy-benzoyl chloride (103 mg, 0.65 mmol) is dissolved in 2 mL of MeCN and added to the reaction mixture. The resulting solution is stirred at 60° C. for 2 h, then diluted with DCM and finally washed with aqueous NaHCO3. The organic phase is evaporated to yield a residue which is purified by preparative chromatography t... Reactants: NC=1SC(=CC1C(=O)N)S(=O)(=O)N1CCOCC1 (2-Amino-5-(morpholine-4-sulfonyl)-thiophene-3-carboxylic acid amide), N1=CC=CC=C1 (pyridine), OC1=C(C(=O)Cl)C=CC=C1 (2-Hydroxy-benzoyl chloride). Reaction conditions: temperature 60 celsius, time 2 hour. The reactants are CCOC(=O)c1c(C)nc2cccc(OCC(C)N)c2c1N, O=C(O)c1ccc2c(c1)OCCO2. The product is CCOC(=O)c1c(C)nc2cccc(OCC(C)NC(=O)c3ccc4c(c3)OCCO4)c2c1N. RXN SMILES: [NH2:1][c:2]1[c:3]([C:18](=[O:19])[O:20][CH2:21][CH3:22])[c:4]([CH3:17])[n:5][c:6]2[cH:7][cH:8][cH:9][c:10]([O:12][CH2:13][CH:14]([CH3:15])[NH2:16])[c:11]12.[O:23]1[c:24]2[c:25]([cH:29][c:30]([C:33](=[O:34])[OH:35])[cH:31][cH:32]2)[O:26][CH2:27][CH2:28]1>>[NH2:1][c:2]1[c:3]([C:18](=[O:19])[O:20][CH2:21][CH3:22])[c:4]([CH3:17])[n:5][c:6]2[cH:7][cH:8][cH:9][c:10]([O:12][CH2:13][CH:14]([CH3:15])[NH:16][C:33]([c:30]3[cH:29][c:25]4[c:24]([cH:32][cH:31]3)[O:23][CH2:28][CH2:27][O:26]4)=[O:34])[c:11]12.